From a dataset of the Open Reaction Database (ORD), a public repository of structured organic reaction records. describe an organic reaction: reactants, conditions, products, and yield Starting materials: C(=O)(OCC1=CC=CC=C1)N[C@@H](C)C(=O)O ((S)—N-Cbz-alanine), 73, COC=1C=C2C(=CC=NC2=CC1OC)OC1=C(C=C(C=C1)NC(=O)C=1C(N(N(C1C)C[C@@H](C)O)C1=CC=CC=C1)=O)F ((R)—N-(4-(6,7-dimethoxyquinolin-4-yloxy)-3-fluorophenyl)-1-(2-hydroxypropyl)-5-methyl-3-oxo-2-phenyl-2,3-dihydro-1H-pyrazole-4-carboxamide). Yields the product COC=1C=C2C(=CC=NC2=CC1OC)OC1=C(C=C(C=C1)NC(=O)C=1C(N(N(C1C)C[C@@H](C)OC([C@H](C)NC(=O)OCC1=CC=CC=C1)=O)C1=CC=CC=C1)=O)F ((S)—((R)-1-(4-(4-(6,7-dimethoxyquinolin-4-yloxy)-3-fluorophenylcarbamoyl)-5-methyl-3-oxo-2-phenyl-2,3-dihydropyrazol-1-yl)propan-2-yl)2-(benzyloxy-carbonylamino)propanoate), powder. The yield is 75.1%. As a reaction SMILES: [CH3:1][O:2][C:3]1[CH:4]=[C:5]2[C:10](=[CH:11][C:12]=1[O:13][CH3:14])[N:9]=[CH:8][CH:7]=[C:6]2[O:15][C:16]1[CH:21]=[CH:20][C:19]([NH:22][C:23]([C:25]2[C:26](=[O:41])[N:27]([C:35]3[CH:40]=[CH:39][CH:38]=[CH:37][CH:36]=3)[N:28]([CH2:31][C@H:32]([OH:34])[CH3:33])[C:29]=2[CH3:30])=[O:24])=[CH:18][C:17]=1[F:42].[C:43]([NH:53][C@H:54]([C:56](O)=[O:57])[CH3:55])([O:45][CH2:46][C:47]1[CH:52]=[CH:51][CH:50]=[CH:49][CH:48]=1)=[O:44]>>[CH3:1][O:2][C:3]1[CH:4]=[C:5]2[C:10](=[CH:11][C:12]=1[O:13][CH3:14])[N:9]=[CH:8][CH:7]=[C:6]2[O:15][C:16]1[CH:21]=[CH:20][C:19]([NH:22][C:23]([C:25]2[C:26](=[O:41])[N:27]([C:35]3[CH:36]=[CH:37][CH:38]=[CH:39][CH:40]=3)[N:28]([CH2:31][C@H:32]([O:34][C:56](=[O:57])[C@@H:54]([NH:53][C:43]([O:45][CH2:46][C:47]3[CH:52]=[CH:51][CH:50]=[CH:49][CH:48]=3)=[O:44])[CH3:55])[CH3:33])[C:29]=2[CH3:30])=[O:24])=[CH:18][C:17]=1[F:42]. Procedure: The title compound was prepared according to the procedure described in Example of 73 Step 6 by using (R)—N-(4-(6,7-dimethoxyquinolin-4-yloxy)-3-fluorophenyl)-1-(2-hydroxypropyl)-5-methyl-3-oxo-2-phenyl-2,3-dihydro-1H-pyrazole-4-carboxamide (4.1 g, 7.2 mmol), (S)—N-Cbz-alanine (3.2 g, 14.4 mmol). The title compound was obtained as a white powder (4.2 g, 75.1%). The reactants are O=C([O-])O, [Cl-], [Cl-], [Cl-], ClCCl, CC(Oc1cc(NS(C)(=O)=O)nc(SCc2cccc(F)c2F)n1)C1COC(C)(C)O1, [Fe+3], [Na+], O, O, O, O, O, O. Product: CC(Oc1cc(NS(C)(=O)=O)nc(SCc2cccc(F)c2F)n1)C(O)CO. As a reaction SMILES: [C:32](=[O:33])([OH:34])[O-:35].[Cl-:46].[Cl-:48].[Cl-:49].[Cl:37][CH2:38][Cl:39].[F:1][c:2]1[c:3]([CH2:9][S:10][c:11]2[n:12][c:13]([O:22][CH:23]([CH3:24])[CH:25]3[O:26][C:27]([CH3:30])([CH3:31])[O:28][CH2:29]3)[cH:14][c:15]([NH:17][S:18](=[O:19])(=[O:20])[CH3:21])[n:16]2)[cH:4][cH:5][cH:6][c:7]1[F:8].[Fe+3:47].[Na+:36].[OH2:40].[OH2:41].[OH2:42].[OH2:43].[OH2:44].[OH2:45]>>[F:1][c:2]1[c:3]([CH2:9][S:10][c:11]2[n:12][c:13]([O:22][CH:23]([CH3:24])[CH:25]([OH:26])[CH2:29][OH:28])[cH:14][c:15]([NH:17][S:18](=[O:19])(=[O:20])[CH3:21])[n:16]2)[cH:4][cH:5][cH:6][c:7]1[F:8]. Reactants: C1(COCC(=O)O1)=O (diglycolic anhydride), C(C)(C)(C)OC(NCCCN)=O (tert-butyl-3-aminopropylcarbamate), CN1CCOCC1 (NMM). Solvent: CC(=O)N(C)C (DMA), CCOC(=O)C (EtOAc). Reaction conditions: temperature 120 celsius. The product is C(C)(C)(C)OC(NCCCN1C(COCC1=O)=O)=O (Tert-Butyl-3-(3,5-dioxomorpholin-4-yl)propylcarbamate). Yield: 29.3%. As a reaction SMILES: [C:1]1(=[O:8])[O:7][C:5](=O)[CH2:4][O:3][CH2:2]1.[C:9]([O:13][C:14](=[O:20])[NH:15][CH2:16][CH2:17][CH2:18][NH2:19])([CH3:12])([CH3:11])[CH3:10].CN1CCOCC1>CC(N(C)C)=O.CCOC(C)=O>[C:9]([O:13][C:14](=[O:20])[NH:15][CH2:16][CH2:17][CH2:18][N:19]1[C:1](=[O:8])[CH2:2][O:3][CH2:4][C:5]1=[O:7])([CH3:12])([CH3:10])[CH3:11]. Reported procedure: A mixture of diglycolic anhydride (22 g, 0.188 mol), tert-butyl-3-aminopropylcarbamate (65 g, 0.377 mol) and NMM (21 mL, 0.188 mol) in DMA (300 mL) was heated up to 120° C. for 48 h. The reaction mixture was cooled down to r.t and diluted with EtOAc (1.5 L). The solution was washed with brine (5×150 mL), dried with MgSO4 and concentrated under reduced pressure. The crude was purified by column chromatography over silica gel (15% ethylacetate in chloroform) affording 15 g of the title compound (3... The reactants are [H-].[Al+3].[Li+].[H-].[H-].[H-] (lithium aluminum hydride), FC1(C(OC2=C(O1)C=CC(=C2)C(=O)O)(F)F)F (2,2,3,3-tetrafluoro-2,3-dihydro-1,4-benzodioxine-6-carboxylic acid), [OH-].[Na+] (sodium hydroxide). Run in O1CCCC1 (tetrahydrofuran). Conditions: temperature 0 celsius, time 10 minute. Yields the product FC1(C(OC2=C(O1)C=CC(=C2)CO)(F)F)F ((2,2,3,3-tetrafluoro-2,3-dihydro-1,4-benzodioxin-6-yl)methanol). Reaction SMILES: [H-].[Al+3].[Li+].[H-].[H-].[H-].[F:7][C:8]1([F:23])[O:13][C:12]2[CH:14]=[CH:15][C:16]([C:18](O)=[O:19])=[CH:17][C:11]=2[O:10][C:9]1([F:22])[F:21].[OH-].[Na+]>O1CCCC1>[F:23][C:8]1([F:7])[O:13][C:12]2[CH:14]=[CH:15][C:16]([CH2:18][OH:19])=[CH:17][C:11]=2[O:10][C:9]1([F:21])[F:22] |f:0.1.2.3.4.5,7.8|. Procedure details: To a solution of lithium aluminum hydride (1.40 g, 36.89 mmol) in tetrahydrofuran (30 ml) was gradually added 2,2,3,3-tetrafluoro-2,3-dihydro-1,4-benzodioxine-6-carboxylic acid (4.65 g, 18.44 mmol) at 0° C. After the reaction solution was stirred at 0° C. for 10 min., 1N aqueous sodium hydroxide solution was added. Insoluble material was filtered off with celite and the filtrate was concentrated. The residue was purified by silica gel column chromatography (hexane:ethyl acetate=4:1) to give the ... Reactants: CN (monomethylamine), Cl (hydrochloric acid), C(C)(C)OC(=O)C([C@H](CC(=O)O)CC(C)C)N ((S)-3-(isopropoxycarbonyl-amino-methyl)-5-methyl-hexanoic acid), (S)-(−)-phenyl-ethyl-amine, Cl (hydrochloric acid), O (water). Run in C1(=CC=CC=C1)C (toluene). Run at temperature 90 celsius, time 12.5 minute. Yields the product NC[C@H](CC(=O)O)CC(C)C ((S)-(+)-3-aminomethyl-5-methylhexanoic acid). The yield is 88.0%. RXN SMILES: C(OC([CH:7]([NH2:17])[C@@H:8]([CH2:13][CH:14]([CH3:16])[CH3:15])[CH2:9][C:10]([OH:12])=[O:11])=O)(C)C.Cl.O.CN>C1(C)C=CC=CC=1>[NH2:17][CH2:7][C@@H:8]([CH2:13][CH:14]([CH3:16])[CH3:15])[CH2:9][C:10]([OH:12])=[O:11]. Procedure: A 500 ml three-necked round-bottom flask, under nitrogen atmosphere, is added with (S)-3-(isopropoxycarbonyl-amino-methyl)-5-methyl-hexanoic acid salt of (S)-(−)-phenyl-ethyl-amine (70.0 g, 0.190 moles), 35% hydrochloric acid (29.7 g, 0.285 moles), water (200 ml) and toluene (100 ml) and the mixture is vigorously stirred for 10-15 minutes. The phases are separated and the aqueous phase is extracted with toluene (2×100 ml). The collected organic phases are concentrated to small volume to obtain a... Reactants: NC1=C(C(=O)NC2=C(C=C(C(=O)N(C3=C(C=C(C=C3)C)OCCCCCC(=O)N3CCN(CC3)C)C)C=C2)OC)C=CC=C1N (4-(2,3-diaminobenzoyl)amino-3-methoxy-N-methyl-N-[4-methyl-2-[5-(4-methylpiperazin-1-yl)carbonylpent-1-yloxy]phenyl]benzamide), C([O-])([O-])=O.[Na+].[Na+] (sodium carbonate), ClC(OC1=CC=CC=C1)(OC1=CC=CC=C1)Cl (1,1-dichloro-1,1-diphenoxymethane). The solvent is C(C)(=O)OCC (ethyl acetate), C(C)(=O)OCC (ethyl acetate), O (water). Reaction conditions: time 5 hour. The product is COC=1C=C(C(=O)N(C2=C(C=C(C=C2)C)OCCCCCC(=O)N2CCN(CC2)C)C)C=CC1NC(=O)C1=CC=CC=2NC(=NC21)OC2=CC=CC=C2 (3-methoxy-N-methyl-N-[4-methyl-2-[5-(4-methylpiperazin-1-yl)carbonylpent-1-yloxy]phenyl]-4-(2-phenoxy-1H-benzimidazol-4-yl)carbonylaminobenzamide). Yield: 11.0%. As a reaction SMILES: [NH2:1][C:2]1[C:44]([NH2:45])=[CH:43][CH:42]=[CH:41][C:3]=1[C:4]([NH:6][C:7]1[CH:38]=[CH:37][C:10]([C:11]([N:13]([CH3:36])[C:14]2[CH:19]=[CH:18][C:17]([CH3:20])=[CH:16][C:15]=2[O:21][CH2:22][CH2:23][CH2:24][CH2:25][CH2:26][C:27]([N:29]2[CH2:34][CH2:33][N:32]([CH3:35])[CH2:31][CH2:30]2)=[O:28])=[O:12])=[CH:9][C:8]=1[O:39][CH3:40])=[O:5].C(=O)([O-])[O-].[Na+].[Na+].Cl[C:53](Cl)(OC1C=CC=CC=1)[O:54][C:55]1[CH:60]=[CH:59][CH:58]=[CH:57][CH:56]=1>C(OCC)(=O)C.O>[CH3:40][O:39][C:8]1[CH:9]=[C:10]([CH:37]=[CH:38][C:7]=1[NH:6][C:4]([C:3]1[C:2]2[N:1]=[C:53]([O:54][C:55]3[CH:60]=[CH:59][CH:58]=[CH:57][CH:56]=3)[NH:45][C:44]=2[CH:43]=[CH:42][CH:41]=1)=[O:5])[C:11]([N:13]([CH3:36])[C:14]1[CH:19]=[CH:18][C:17]([CH3:20])=[CH:16][C:15]=1[O:21][CH2:22][CH2:23][CH2:24][CH2:25][CH2:26][C:27]([N:29]1[CH2:34][CH2:33][N:32]([CH3:35])[CH2:31][CH2:30]1)=[O:28])=[O:12] |f:1.2.3|. Procedure: To a mixture of 4-(2,3-diaminobenzoyl)amino-3-methoxy-N-methyl-N-[4-methyl-2-[5-(4-methylpiperazin-1-yl)carbonylpent-1-yloxy]phenyl]benzamide (140 mg) and sodium carbonate (14 mg) in ethyl acetate (1.5 ml) was added dropwise a solution of 1,1-dichloro-1,1-diphenoxymethane (67 mg) in ethyl acetate (1 ml) in water bath and the mixture was stirred at same temperature for 5 hours. The reaction mixture was evaporated in vacuo and dissolved in chloroform. The organic layer was washed with water, dried... The reactants are O=C(n1ccnc1)n1ccnc1, C1CCOC1, CCOc1cc(C(CC(=O)O)N2Cc3cccc(NC(=O)C4CC4)c3C2=O)ccc1OC(F)F, Cl, NO. Yields the product CCOc1cc(C(CC(=O)NO)N2Cc3cccc(NC(=O)C4CC4)c3C2=O)ccc1OC(F)F. As a reaction SMILES: [C:35]([n:36]1[cH:37][cH:38][n:39][cH:40]1)([n:41]1[cH:42][cH:43][n:44][cH:45]1)=[O:46].[CH2:50]1[O:51][CH2:52][CH2:53][CH2:54]1.[CH:1]1([C:4](=[O:5])[NH:6][c:7]2[cH:8][cH:9][cH:10][c:11]3[c:15]2[C:14](=[O:16])[N:13]([CH:17]([CH2:18][C:19](=[O:20])[OH:21])[c:22]2[cH:23][c:24]([O:32][CH2:33][CH3:34])[c:25]([O:28][CH:29]([F:30])[F:31])[cH:26][cH:27]2)[CH2:12]3)[CH2:2][CH2:3]1.[ClH:47].[NH2:48][OH:49]>>[CH:1]1([C:4](=[O:5])[NH:6][c:7]2[cH:8][cH:9][cH:10][c:11]3[c:15]2[C:14](=[O:16])[N:13]([CH:17]([CH2:18][C:19](=[O:20])[NH:48][OH:49])[c:22]2[cH:23][c:24]([O:32][CH2:33][CH3:34])[c:25]([O:28][CH:29]([F:30])[F:31])[cH:26][cH:27]2)[CH2:12]3)[CH2:2][CH2:3]1. The reactants are O=C1CCCCN1, CC(C)(C)OC(=O)OC(=O)[O-]. Product: CC(C)(C)OC(=O)N1CCCCC1=O. RXN SMILES: [C:1]1(=[O:7])[CH2:2][CH2:3][CH2:4][CH2:5][NH:6]1.[O:8]([C:10]([O-:11])=[O:13])[C:12](=[O:9])[O:14][C:15]([CH3:16])([CH3:17])[CH3:18]>>[C:1]1(=[O:7])[CH2:2][CH2:3][CH2:4][CH2:5][N:6]1[C:12](=[O:8])[O:14][C:15]([CH3:16])([CH3:17])[CH3:18]. Reactants: C(C)(C)(C)OC(=O)N1C[C@@H]([C@H](CC1)C1=CC=C(C=C1)OCCCOCC1=C(C=CC=C1)OC)O ((3R,4R)-3-hydroxy-4-[4-[3-(2-methoxy-benzyloxy)-propoxy]-phenyl]-piperidine-1-carboxylic acid tert-butylester), ClCC1=CC2=CC(=CC=C2C=C1)OCOCC[Si](C)(C)C (2-chloromethyl-7-(2-trimethylsilanyl-ethoxymethoxy)-naphthalene), [H-].[Na+] (sodium hydride). Product: C(C)(C)(C)OC(=O)N1C[C@@H]([C@H](CC1)C1=CC=C(C=C1)OCCCOCC1=C(C=CC=C1)OC)OCC1=CC2=CC(=CC=C2C=C1)OCOCC[Si](C)(C)C ((3R,4R)-4-[4-[3-(2-methoxy-benzyloxy)-propoxy]-phenyl]-3-[7-(2-trimethylsilanyl-ethoxymethoxy)-naphthalen-2-ylmethoxy]-piperidine-1-carboxylic acid tert-butylester). RXN SMILES: [C:1]([O:5][C:6]([N:8]1[CH2:13][CH2:12][C@H:11]([C:14]2[CH:19]=[CH:18][C:17]([O:20][CH2:21][CH2:22][CH2:23][O:24][CH2:25][C:26]3[CH:31]=[CH:30][CH:29]=[CH:28][C:27]=3[O:32][CH3:33])=[CH:16][CH:15]=2)[C@@H:10]([OH:34])[CH2:9]1)=[O:7])([CH3:4])([CH3:3])[CH3:2].Cl[CH2:36][C:37]1[CH:46]=[CH:45][C:44]2[C:39](=[CH:40][C:41]([O:47][CH2:48][O:49][CH2:50][CH2:51][Si:52]([CH3:55])([CH3:54])[CH3:53])=[CH:42][CH:43]=2)[CH:38]=1.[H-].[Na+]>>[C:1]([O:5][C:6]([N:8]1[CH2:13][CH2:12][C@H:11]([C:14]2[CH:19]=[CH:18][C:17]([O:20][CH2:21][CH2:22][CH2:23][O:24][CH2:25][C:26]3[CH:31]=[CH:30][CH:29]=[CH:28][C:27]=3[O:32][CH3:33])=[CH:16][CH:15]=2)[C@@H:10]([O:34][CH2:36][C:37]2[CH:46]=[CH:45][C:44]3[C:39](=[CH:40][C:41]([O:47][CH2:48][O:49][CH2:50][CH2:51][Si:52]([CH3:53])([CH3:55])[CH3:54])=[CH:42][CH:43]=3)[CH:38]=2)[CH2:9]1)=[O:7])([CH3:3])([CH3:4])[CH3:2] |f:2.3|. Procedure details: reacting the product of step c) with 2-chloromethyl-7-(2-trimethylsilanyl-ethoxymethoxy)-naphthalene and sodium hydride to form (3R,4R)-4-[4-[3-(2-methoxy-benzyloxy)-propoxy]-phenyl]-3-[7-(2-trimethylsilanyl-ethoxymethoxy)-naphthalen-2-ylmethoxy]-piperidine-1-carboxylic acid tert-butylester;